This data is from the Open Reaction Database (ORD), a public repository of structured organic reaction records. The task is: describe an organic reaction: reactants, conditions, products, and yield Reactants: O (water), C(C)O (ethanol), C=1(N=NN2C=NC3=C(C21)C=CN3)C3CCN(CC3)C(=O)OCC3=CC=CC=C3 (benzyl 4-(7H-pyrrolo[3,2-e][1,2,3]triazolo[1,5-c]pyrimidin-1-yl)piperidine-1-carboxylate). The reagents and catalysts are [C].[Pd] (Palladium-carbon). Solvent: C(C)(=O)O (acetic acid). Reaction conditions: time 1 day. The product is C(C)(=O)O.N1CCC(CC1)C=1N=NN2C=NC3=C(C21)C=CN3 (1-(Piperidin-4-yl)-7H-pyrrolo[3,2-e][1,2,3]triazolo[1,5-c]pyrimidine acetate). The yield is 84.0%. Reaction SMILES: [C:1]1([CH:13]2[CH2:18][CH2:17][N:16](C([O:21][CH2:22][C:23]3C=CC=CC=3)=O)[CH2:15][CH2:14]2)[N:2]=[N:3][N:4]2[C:9]=1[C:8]1[CH:10]=[CH:11][NH:12][C:7]=1[N:6]=[CH:5]2.O.C([OH:32])C>C(O)(=O)C.[C].[Pd]>[C:22]([OH:32])(=[O:21])[CH3:23].[NH:16]1[CH2:15][CH2:14][CH:13]([C:1]2[N:2]=[N:3][N:4]3[C:9]=2[C:8]2[CH:10]=[CH:11][NH:12][C:7]=2[N:6]=[CH:5]3)[CH2:18][CH2:17]1 |f:4.5,6.7|. Procedure details: 5% Palladium-carbon (0.87 g) was added to benzyl 4-(7H-pyrrolo[3,2-e][1,2,3]triazolo[1,5-c]pyrimidin-1-yl)piperidine-1-carboxylate (4.88 g, 13.0 mmol) obtained in Synthetic Examplea 26 in a mixture of acetic acid (60 mL), water (6 mL) and ethanol (10 mL), and after then the reaction system was flushed with hydrogen, the reaction mixture was stirred at room temperature for one day and then filtered. The filtrate was concentrated, and the resulting yellow solid was washed with ethanol to give the ... Starting materials: CS(C)=O, CCC(O)CC, Cc1cc(C)c(-c2c(C)nn3c(Cl)cc(C)nc23)c(C)c1, [H-], [Na+]. Yields the product CCC(CC)Oc1cc(C)nc2c(-c3c(C)cc(C)cc3C)c(C)nn12. RXN SMILES: [CH3:30][S:31]([CH3:32])=[O:33].[CH3:3][CH2:4][CH:5]([CH2:6][CH3:7])[OH:8].[Cl:9][c:10]1[cH:11][c:12]([CH3:29])[n:13][c:14]2[n:15]1[n:16][c:17]([CH3:28])[c:18]2-[c:19]1[c:20]([CH3:27])[cH:21][c:22]([CH3:26])[cH:23][c:24]1[CH3:25].[H-:1].[Na+:2]>>[CH3:3][CH2:4][CH:5]([CH2:6][CH3:7])[O:8][c:10]1[cH:11][c:12]([CH3:29])[n:13][c:14]2[n:15]1[n:16][c:17]([CH3:28])[c:18]2-[c:19]1[c:20]([CH3:27])[cH:21][c:22]([CH3:26])[cH:23][c:24]1[CH3:25]. Starting materials: CC[C@H]1C[C@H]2C[C@@]3([C@H]1N(C2)CCC4=C3NC5=C4C=C(C=C5)OC)C(=O)OC (voacangine), C(CCCCCCCCCCC)S (1-dodecanethiol), CC(C)([O-])C.[Na+] (sodium tertiary butoxide). Run in CN(C=O)C (dimethyl formamide), CN(C=O)C (DMF). Reaction conditions: temperature 115 celsius, time 6 hour. Product: CC[C@H]1C[C@H]2C[C@@H]3[C@H]1N(C2)CCC4=C3NC5=C4C=C(C=C5)OC (ibogaine). Reaction SMILES: [CH3:1][CH2:2][C@@H:3]1[C@@H:8]2[N:9]3[CH2:11][CH2:12][C:13]4[C:17]5[CH:18]=[C:19]([O:22][CH3:23])[CH:20]=[CH:21][C:16]=5[NH:15][C:14]=4[C@:7]2(C(OC)=O)[CH2:6][C@@H:5]([CH2:10]3)[CH2:4]1.C(S)CCCCCCCCCCC.CC(C)([O-])C.[Na+]>CN(C)C=O>[CH3:1][CH2:2][C@@H:3]1[C@@H:8]2[N:9]3[CH2:11][CH2:12][C:13]4[C:17]5[CH:18]=[C:19]([O:22][CH3:23])[CH:20]=[CH:21][C:16]=5[NH:15][C:14]=4[C@@H:7]2[CH2:6][C@@H:5]([CH2:10]3)[CH2:4]1 |f:2.3|. Procedure details: Resolved (+) voacangine (200 mg, 1 equivalent) and 1-dodecanethiol (1.5 equivalent) in dimethyl formamide (DMF, 1.2 mL) was added to a mixture of sodium tertiary butoxide (1.5 equivalent) in DMF (0.8 mL) at 100° C. and the reaction mixture stirred in the dark at 110-120° C. for 6 h and then at room temperature for about 12 h. Volatiles were removed in vacuum, and after aqueous work-up, (+) ibogaine was isolated by extraction with dichloromethane. The organic portion was washed with water and dri... Reactants: [H-].[Na+] (sodium hydride), FC=1C=C2C=C(NC2=CC1C(F)(F)F)C(=O)O (5-fluoro-6-trifluoromethylindole-2-carboxylic acid), C[C@H]1OC1 ((R)-methyloxirane). Run in O1CCCC1 (tetrahydrofuran), C1(=CC=CC=C1)OC1=CC=CC=C1 (diphenyl ether). Reaction conditions: time 4 hour. Product: FC=1C=C2C=CN(C2=CC1C(F)(F)F)C[C@@H](C)O ((R)-1-(5-fluoro-6-trifluoromethyl-indol-1-yl)-propan-2-ol). Isolated yield 18.9%. RXN SMILES: [F:1][C:2]1[CH:3]=[C:4]2[C:8](=[CH:9][C:10]=1[C:11]([F:14])([F:13])[F:12])[NH:7][C:6](C(O)=O)=[CH:5]2.[H-].[Na+].[CH3:20][C@@H:21]1[CH2:23][O:22]1>C1(OC2C=CC=CC=2)C=CC=CC=1.O1CCCC1>[F:1][C:2]1[CH:3]=[C:4]2[C:8](=[CH:9][C:10]=1[C:11]([F:12])([F:13])[F:14])[N:7]([CH2:20][C@H:21]([OH:22])[CH3:23])[CH:6]=[CH:5]2 |f:1.2|. Procedure: A suspension of 0.75 g of 5-fluoro-6-trifluoromethylindole-2-carboxylic acid in 16 ml of diphenyl ether was stirred at 260° for 4 hours and, after cooling to 0°, diluted with 16 ml of tetrahydrofuran. 113 mg of sodium hydride dispersion were added and the mixture was stirred for 1 hour. Subsequently, 0.43 ml of (R)-methyloxirane was added and the reaction mixture was stirred at room temperature for 60 hours. The mixture was extracted with diethyl ether, water and saturated sodium chloride soluti... The reactants are N1C(OC(C2=C1N=CC=C2)=O)=O (2H-pyrido[2,3-d][1,3]oxazine-2,4(1H)-dione), N (NH3), BrCCC(C)C (1-bromo-3-methyl butane), C(CCC)Br (n-butyl bromide). The product is CC=1N(C(OC(C1C)=O)=O)CCC(C)C (4,5-dimethyl-3-(3-methylbutyl)-2H-1,3-oxazine-2,6(3H)-dione). RXN SMILES: [NH:1]1[C:6]2N=CC=[CH:10][C:5]=2[C:4](=[O:11])[O:3][C:2]1=[O:12].Br[CH2:14][CH2:15][CH:16]([CH3:18])[CH3:17].[CH2:19](Br)CCC.N>>[CH3:19][C:6]1[N:1]([CH2:14][CH2:15][CH:16]([CH3:18])[CH3:17])[C:2](=[O:12])[O:3][C:4](=[O:11])[C:5]=1[CH3:10]. Reported procedure: The title compound was prepared according to the procedure of Example 1B substituting the product of Example 123A for the product of Example 1A and substituting 1-bromo-3-methyl butane for n-butyl bromide (0.224 g, 60%). MS (DCI/NH3) m/z 255 (M+NH4)+; 1H NMR (300 MHz, DMSO-d6) δ 0.92 (d, J=6.62 Hz, 6 H) 1.46 (m, 2 H) 1.59 (dt, J=13.14, 6.48 Hz, 1 H) 1.85 (s, 3 H) 2.26 (s, 3 H) 3.77 (m, 2 H).